Dataset: the Open Reaction Database (ORD), a public repository of structured organic reaction records. Task: describe an organic reaction: reactants, conditions, products, and yield Product: CCCCc1nnc(OCC2CN(C(=O)OC(C)(C)C)CC2CO)cc1-c1ccc(OCc2ccccc2)cc1. As a reaction SMILES: [C:1]([CH3:2])([CH3:3])([CH3:4])[O:5][C:6](=[O:7])[N:8]1[CH2:9][CH:10]([CH2:15][OH:16])[CH:11]([CH2:13][OH:14])[CH2:12]1.[CH2:19]([c:20]1[cH:21][cH:22][cH:23][cH:24][cH:25]1)[O:26][c:27]1[cH:28][cH:29][c:30](-[c:33]2[c:34]([CH2:40][CH2:41][CH2:42][CH3:43])[n:35][n:36][c:37]([Cl:39])[cH:38]2)[cH:31][cH:32]1.[CH2:45]1[O:46][CH2:47][CH2:48][CH2:49]1.[H-:18].[Na+:17].[OH2:44]>>[C:1]([CH3:2])([CH3:3])([CH3:4])[O:5][C:6](=[O:7])[N:8]1[CH2:9][CH:10]([CH2:15][OH:16])[CH:11]([CH2:13][O:14][c:37]2[n:36][n:35][c:34]([CH2:40][CH2:41][CH2:42][CH3:43])[c:33](-[c:30]3[cH:29][cH:28][c:27]([O:26][CH2:19][c:20]4[cH:21][cH:22][cH:23][cH:24][cH:25]4)[cH:32][cH:31]3)[cH:38]2)[CH2:12]1. Starting materials: CC(C)(C)OC(=O)N1CC(CO)C(CO)C1, CCCCc1nnc(Cl)cc1-c1ccc(OCc2ccccc2)cc1, C1CCOC1, [H-], [Na+], O. The reactants are CC=1C=CC(NC1)=O (5-Methyl-2(1H)-pyridinone), BrN1C(CCC1=O)=O (N-bromosuccinimide). The solvent is ClCCl (dichloromethane). Run at time 15 minute. Product: BrC=1C(NC=C(C1)C)=O (3-Bromo-5-methyl-2(1H)-pyridinone). Isolated yield 63.6%. As a reaction SMILES: [CH3:1][C:2]1[CH:3]=[CH:4][C:5](=[O:8])[NH:6][CH:7]=1.[Br:9]N1C(=O)CCC1=O>ClCCl>[Br:9][C:4]1[C:5](=[O:8])[NH:6][CH:7]=[C:2]([CH3:1])[CH:3]=1. Procedure details: 5-Methyl-2(1H)-pyridinone (50 g, 0.46 mol) was suspended in dichloromethane (500 mL). N-bromosuccinimide (82 g, 0.46 mol) was added in portions with cooling. Addition was finished after 15 min; the mixture was stirred for 1 h at room temperature and afterwards partitioned between dichloromethane and water. Organic phases were pooled, dried with Na2SO4 and the solvent was evaporated. The residue was purified by crystallization from ethyl acetate to yield 55 g of the title compound as a light yell... The solvent is O1CCCC1 (tetrahydrofuran). Reactants: FC(C(=O)NC=1C(=NC=CC1)N1CCNCC1)(F)F (1-[3-(2,2,2-Trifluoroacetamido)-2-pyridinyl]piperazine), [H-].[Al+3].[Li+].[H-].[H-].[H-] (lithium aluminum hydride). Reaction SMILES: [F:1][C:2]([F:19])([F:18])[C:3]([NH:5][C:6]1[C:7]([N:12]2[CH2:17][CH2:16][NH:15][CH2:14][CH2:13]2)=[N:8][CH:9]=[CH:10][CH:11]=1)=O.[H-].[Al+3].[Li+].[H-].[H-].[H-]>O1CCCC1>[F:19][C:2]([F:1])([F:18])[CH2:3][NH:5][C:6]1[C:7]([N:12]2[CH2:13][CH2:14][NH:15][CH2:16][CH2:17]2)=[N:8][CH:9]=[CH:10][CH:11]=1 |f:1.2.3.4.5.6|. Conditions: time 10 minute. Reported procedure: 1-[3-(2,2,2-Trifluoroacetamido)-2-pyridinyl]piperazine (PREPARATION 102), is dissolved in 5 ml of tetrahydrofuran and cooled to 0°. Then 4.84 ml of lithium aluminum hydride solution is added dropwise. After 10 min of stirring at 0°, the reaction is warmed to 20°-25° and stirred 45 min. The reaction is quenched at 0° with the dropwise addition of 0.4 ml of water, 0.6 ml of 10% aqueous sodium hydroxide, and 1 ml of water. The slurry is filtered through celite, washed with 20% methanol/chloroform a... Product: FC(CNC=1C(=NC=CC1)N1CCNCC1)(F)F (1-[3-(2,2,2-trifluoroethylamino)-2-pyridinyl]piperazine). Reactants: O (water), ClC=1C(=NC(=C(C1C(C(=O)OCC1=CC=CC=C1)C(=O)OCC1=CC=CC=C1)Cl)F)F (dibenzyl 2-(3,5-dichloro-2,6-difluoropyridin-4-yl)malonate), O (water). Solvent: CS(=O)C (dimethyl sulfoxide). Product: ClC=1C(=NC(=C(C1CC(=O)OCC1=CC=CC=C1)Cl)F)F (benzyl 2-(3,5-dichloro-2,6-difluoropyridin-4-yl)acetate). Yield: 70.0%. Reaction SMILES: [Cl:1][C:2]1[C:3]([F:31])=[N:4][C:5]([F:30])=[C:6]([Cl:29])[C:7]=1[CH:8](C(OCC1C=CC=CC=1)=O)[C:9]([O:11][CH2:12][C:13]1[CH:18]=[CH:17][CH:16]=[CH:15][CH:14]=1)=[O:10].O>CS(C)=O>[Cl:29][C:6]1[C:5]([F:30])=[N:4][C:3]([F:31])=[C:2]([Cl:1])[C:7]=1[CH2:8][C:9]([O:11][CH2:12][C:13]1[CH:18]=[CH:17][CH:16]=[CH:15][CH:14]=1)=[O:10]. Reported procedure: 3,5-dichloro-2,4,6-trifluoropyridine (25 g, 15.4 mL, 123.7 mmol) and dibenzyl malonate (35.8 g, 31.5 mL, 126 mmol, Aldrich) were dissolved in anhydrous DMF (240 mL) under nitrogen atmosphere. The mixture was then cooled in an ice bath. To a stirred mixture, was added 60% sodium hydride (10 g, 250 mmol) portionwise (2 g) for 2 hr. The mixture was then stirred in a water bath for ca. 17 hr. Glacial acetic acid was added and the mixture was partitioned between ether and water. Ether layer was taken...